Dataset: the Open Reaction Database (ORD), a public repository of structured organic reaction records. Task: describe an organic reaction: reactants, conditions, products, and yield The reactants are CN1CCC=2C=C(C(=C3C2[C@@H]1CC=4C3=CC(=C(C4)O)OC)OC)O (boldine), C(C=C)Br (allyl bromide). Run in N,N-dimethylformamide(DMF). Yields the product compound ( 1 ), CN(CCC1=CC(=C(C2=C1C=CC3=CC(=C(C=C32)OC)O)OC)O)CC=C (N-allylsecoboldine). RXN SMILES: [CH3:1][N:2]1[C@H:11]2[CH2:12][C:13]3[C:14](=[CH:15][C:16]([O:20][CH3:21])=[C:17]([OH:19])[CH:18]=3)[C:9]3[C:10]2=[C:5]([CH:6]=[C:7]([OH:24])[C:8]=3[O:22][CH3:23])[CH2:4][CH2:3]1.[CH2:25](Br)[CH:26]=[CH2:27]>>[CH3:1][N:2]([CH2:27][CH:26]=[CH2:25])[CH2:3][CH2:4][C:5]1[C:10]2[CH:11]=[CH:12][C:13]3[C:14]([C:9]=2[C:8]([O:22][CH3:23])=[C:7]([OH:24])[CH:6]=1)=[CH:15][C:16]([O:20][CH3:21])=[C:17]([OH:19])[CH:18]=3. Procedure: 1 g of boldine was dissolved in 30 ml of N,N-dimethylformamide(DMF), the mixture was reacted with 1.2 ml of allyl bromide at 100°-110° C. for 2 hours. The residue obtained after evaporation under reduced pressure was purified to give the pure compound (1) N-allylsecoboldine. Starting materials: C(CC)(=O)Cl (propionyl chloride), COC=1C=C(C=CC1OC)C=C1OC2=C(C1=O)C=CC(=C2)O (2-[(3,4-dimethoxyphenyl)methylene]-6-hydroxy-3(2H)-benzofuranone), C(C)(=O)OCC (ethyl acetate). Solvent: N1=CC=CC=C1 (pyridine). Yields the product COC=1C=C(C=CC1OC)C=C1OC2=C(C1=O)C=CC(=C2)OC(CC)=O (2-[(3,4-dimethoxyphenyl)methylene]-6-propionyloxy-3(2H)-benzofuranone). Reaction SMILES: [CH3:1][O:2][C:3]1[CH:4]=[C:5]([CH:11]=[C:12]2[C:16](=[O:17])[C:15]3[CH:18]=[CH:19][C:20]([OH:22])=[CH:21][C:14]=3[O:13]2)[CH:6]=[CH:7][C:8]=1[O:9][CH3:10].[C:23](Cl)(=[O:26])[CH2:24][CH3:25].C(OCC)(=O)C>N1C=CC=CC=1>[CH3:1][O:2][C:3]1[CH:4]=[C:5]([CH:11]=[C:12]2[C:16](=[O:17])[C:15]3[CH:18]=[CH:19][C:20]([O:22][C:23](=[O:26])[CH2:24][CH3:25])=[CH:21][C:14]=3[O:13]2)[CH:6]=[CH:7][C:8]=1[O:9][CH3:10]. Procedure: After 2-[(3,4-dimethoxyphenyl)methylene]-6-hydroxy-3(2H)-benzofuranone 0.525 g was dissolved in pyridine 5 ml, propionyl chloride 0.218 ml was added, and the mixture was refluxed for 1.5 hours. The reaction mixture was cooled to room temperature, ethyl acetate 50 ml was added, and the mixture was washed with 2N-hydrochloric acid 50 ml, saturated sodium bicarbonate solution 50 ml, and a saturated sodium chloride solution 50 ml. The ethyl acetate solution was dehydrated with anhydrous magnesium su... The reactants are CN(C)Cc1ccc(Br)nc1, [Li]CCCC, O=C1CCC2(CC1)OCCO2, C1CCOC1. The product is CN(C)Cc1ccc(C2(O)CCC3(CC2)OCCO3)nc1. RXN SMILES: [Br:1][c:2]1[cH:3][cH:4][c:5]([CH2:8][N:9]([CH3:10])[CH3:11])[cH:6][n:7]1.[CH2:12]([Li:13])[CH2:14][CH2:15][CH3:16].[CH2:17]1[CH2:18][O:19][C:20]2([CH2:21][CH2:22][C:23](=[O:26])[CH2:24][CH2:25]2)[O:27]1.[CH2:28]1[O:29][CH2:30][CH2:31][CH2:32]1>>[c:2]1([C:23]2([OH:26])[CH2:22][CH2:21][C:20]3([O:19][CH2:18][CH2:17][O:27]3)[CH2:25][CH2:24]2)[cH:3][cH:4][c:5]([CH2:8][N:9]([CH3:10])[CH3:11])[cH:6][n:7]1. Reactants: C(\C=C/C(=O)O)(=O)O (maleic acid), C1(=CC=CC=C1)C1(C(NC(N1)=O)=O)C1=CC=CC=C1 (5,5-diphenylhydantoin), [Na] (sodium), C1(=CC=CC=C1)N1CCN(CC1)CCCCl (4-phenyl-1-(3-chloropropyl)piperazine). Solvent: C(C)O (ethanol). Run at time 16 hour. The product is C(\C=C/C(=O)O)(=O)O.C1(=CC=CC=C1)N1CCN(CC1)CCCN1C(NC(C1=O)(C1=CC=CC=C1)C1=CC=CC=C1)=O (3-[3-(4-phenyl-1-piperazinyl)propyl]-5,5-diphenylhydantoin maleate). Reaction SMILES: [C:1]1([C:7]2([C:14]3[CH:19]=[CH:18][CH:17]=[CH:16][CH:15]=3)[NH:11][C:10](=[O:12])[NH:9][C:8]2=[O:13])[CH:6]=[CH:5][CH:4]=[CH:3][CH:2]=1.[Na].[C:21]1([N:27]2[CH2:32][CH2:31][N:30]([CH2:33][CH2:34][CH2:35]Cl)[CH2:29][CH2:28]2)[CH:26]=[CH:25][CH:24]=[CH:23][CH:22]=1.[C:37]([OH:44])(=[O:43])/[CH:38]=[CH:39]\[C:40]([OH:42])=[O:41]>C(O)C>[C:37]([OH:44])(=[O:43])/[CH:38]=[CH:39]\[C:40]([OH:42])=[O:41].[C:21]1([N:27]2[CH2:28][CH2:29][N:30]([CH2:33][CH2:34][CH2:35][N:9]3[C:8](=[O:13])[C:7]([C:1]4[CH:6]=[CH:5][CH:4]=[CH:3][CH:2]=4)([C:14]4[CH:15]=[CH:16][CH:17]=[CH:18][CH:19]=4)[NH:11][C:10]3=[O:12])[CH2:31][CH2:32]2)[CH:26]=[CH:25][CH:24]=[CH:23][CH:22]=1 |f:5.6,^1:19|. Reported procedure: 5,5-diphenylhydantoin, 25.2 g (0.1 mole), was added to a solution of 2.3 g (0.1 mole) of sodium in 300 ml of anhydrous ethanol and the suspension was heated under reflux for half an hour. 4-phenyl-1-(3-chloropropyl)piperazine, (23.9 g, 0.1 mole) slowly was added to the suspension and the mixture was heated under reflux with stirring for 16 hours. The solvent was removed in vacuo, the concentrate was suspended in water, and the free base was extracted with chloroform. The dried extracts were conc... The product is CC(NCc1ccc(Cl)c([N+](=O)[O-])c1)c1cccc(Cl)c1. Starting materials: CC(=O)O, CC(N)c1cccc(Cl)c1, O=Cc1ccc(Cl)c([N+](=O)[O-])c1. Reaction SMILES: [CH3:23][C:24](=[O:25])[OH:26].[Cl:13][c:14]1[cH:15][c:16]([CH:20]([CH3:21])[NH2:22])[cH:17][cH:18][cH:19]1.[Cl:1][c:2]1[c:3]([N+:10](=[O:11])[O-:12])[cH:4][c:5]([CH:6]=[O:7])[cH:8][cH:9]1>>[Cl:1][c:2]1[c:3]([N+:10](=[O:11])[O-:12])[cH:4][c:5]([CH2:6][NH:22][CH:20]([c:16]2[cH:15][c:14]([Cl:13])[cH:19][cH:18][cH:17]2)[CH3:21])[cH:8][cH:9]1. Starting materials: [H-].[Na+] (sodium hydride), C(C(=O)OCC)(=O)OCC (diethyl oxalate), C(C)O (ethanol), ice, CC(=O)C1=C(C(=CC=C1)Cl)Cl (2,3-dichloroacetophenone). Run in C(C)(=O)O (acetic acid), O (water), CCOCC (ether). Reaction conditions: time 40 minute. Product: ClC1=C(C=CC=C1Cl)C(CC(C(=O)OCC)=O)=O (ethyl 4-(2,3-dichlorophenyl)-2,4-dioxobutyrate). The yield is 34.4%. As a reaction SMILES: [H-].[Na+].[C:3]([O:10][CH2:11][CH3:12])(=[O:9])[C:4]([O:6]CC)=O.C(O)C.[CH3:16][C:17]([C:19]1[CH:24]=[CH:23][CH:22]=[C:21]([Cl:25])[C:20]=1[Cl:26])=[O:18]>C(O)(=O)C.O.CCOCC>[Cl:26][C:20]1[C:21]([Cl:25])=[CH:22][CH:23]=[CH:24][C:19]=1[C:17](=[O:18])[CH2:16][C:4](=[O:6])[C:3]([O:10][CH2:11][CH3:12])=[O:9] |f:0.1|. Procedure details: To 14 g of sodium hydride (50%) were added dropwise 21.3 g of diethyl oxalate, 0.54 ml of ethanol and then 160 ml of ether solution containing 30 g of 2,3-dichloroacetophenone with stirring under cooling with ice. The reaction was carried out under the state free from water. The reaction was continued at room temperature for 40 minutes with stirring after the dropping and further carried out for 45 minutes under reflux. The reaction mixture was poured into ice-cold water containing 17.5 g of ace... The reactants are Oc1ccc(-c2ccc(Br)cc2F)nc1, CS(=O)O, CS(C)=O, [Na+], [Na], [OH-]. The product is CS(=O)(=O)c1ccc(-c2ccc(O)cn2)c(F)c1. RXN SMILES: [Br:1][c:2]1[cH:3][c:4]([F:15])[c:5](-[c:8]2[cH:9][cH:10][c:11]([OH:14])[cH:12][n:13]2)[cH:6][cH:7]1.[CH3:17][S:18](=[O:19])[OH:20].[CH3:23][S:24]([CH3:25])=[O:26].[Na+:22].[Na:16].[OH-:21]>>[c:2]1([S:18]([CH3:17])(=[O:19])=[O:20])[cH:3][c:4]([F:15])[c:5](-[c:8]2[cH:9][cH:10][c:11]([OH:14])[cH:12][n:13]2)[cH:6][cH:7]1.